Dataset: the Open Reaction Database (ORD), a public repository of structured organic reaction records. Task: describe an organic reaction: reactants, conditions, products, and yield The reactants are C1(CC1)C1=C2CC(N(C2=CC=C1B1OC(C(O1)(C)C)(C)C)C)=O (4-cyclopropyl-1-methyl-5-(4,4,5,5-tetramethyl-[1,3,2]dioxaborolan-2-yl)-1,3-dihydro-indol-2-one), BrC=1C=C(C=NC1)CO ((5-bromo-pyridin-3-yl)-methanol), COCCOC (1,2-dimethoxyethane), C([O-])([O-])=O.[Na+].[Na+] (sodium carbonate), polystyrene triphenylphosphine palladium (0), PPh3 Pd(0). Reagents/catalysts: C=1C=CC(=CC1)[P](C=2C=CC=CC2)(C=3C=CC=CC3)[Pd]([P](C=4C=CC=CC4)(C=5C=CC=CC5)C=6C=CC=CC6)([P](C=7C=CC=CC7)(C=8C=CC=CC8)C=9C=CC=CC9)[P](C=1C=CC=CC1)(C=1C=CC=CC1)C=1C=CC=CC1 (tetrakis(triphenylphosphine)palladium(0)). Solvent: ClCCl (dichloromethane). Run at temperature 130 celsius. The product is C1(CC1)C1=C2CC(N(C2=CC=C1C=1C=NC=C(C1)CO)C)=O (4-Cyclopropyl-5-(5-hydroxymethyl-pyridin-3-yl)-1-methyl-1,3-dihydro-indol-2-one). RXN SMILES: [CH:1]1([C:4]2[C:12](B3OC(C)(C)C(C)(C)O3)=[CH:11][CH:10]=[C:9]3[C:5]=2[CH2:6][C:7](=[O:23])[N:8]3[CH3:22])[CH2:3][CH2:2]1.Br[C:25]1[CH:26]=[C:27]([CH2:31][OH:32])[CH:28]=[N:29][CH:30]=1.COCCOC.C(=O)([O-])[O-].[Na+].[Na+]>ClCCl.C1C=CC([P]([Pd]([P](C2C=CC=CC=2)(C2C=CC=CC=2)C2C=CC=CC=2)([P](C2C=CC=CC=2)(C2C=CC=CC=2)C2C=CC=CC=2)[P](C2C=CC=CC=2)(C2C=CC=CC=2)C2C=CC=CC=2)(C2C=CC=CC=2)C2C=CC=CC=2)=CC=1>[CH:1]1([C:4]2[C:12]([C:25]3[CH:30]=[N:29][CH:28]=[C:27]([CH2:31][OH:32])[CH:26]=3)=[CH:11][CH:10]=[C:9]3[C:5]=2[CH2:6][C:7](=[O:23])[N:8]3[CH3:22])[CH2:2][CH2:3]1 |f:3.4.5,^1:51,53,72,91|. Procedure details: To 4-cyclopropyl-1-methyl-5-(4,4,5,5-tetramethyl-[1,3,2]dioxaborolan-2-yl)-1,3-dihydro-indol-2-one, (50 mg, 0.160 mmol) was added (5-bromo-pyridin-3-yl)-methanol (CAS#37669-64-0, 36 mg, 0.192 mmol), 1,2-dimethoxyethane (1.0 mL), and 2 M aqueous sodium carbonate (0.200 mL, 0.40 mmol). The reaction mixture was degassed and placed under an argon atmosphere, at which time resin bound tetrakis(triphenylphosphine)palladium(0), specifically polystyrene triphenylphosphine palladium (0) [PS—PPh3-Pd(0) (B... Procedure: A mixture of N-tert-butyloxycarbonyl-7-bromo-4,4-dimethyl-1,2,3,4-tetrahydroisoquinoline (4.2 g, 0.01236 mol) and copper (I) cyanide (2.2 g, 0.0247 mol) in N-methylpyrrolidinone (120 ml) was heated at vigorous reflux for 2 hours. On cooling the mix was poured into 0.880 ammonia (300 ml) and water (300 ml) and extracted into ethyl acetate (4×200 ml). Combined organic extracts were washed with 1:10.880 ammonia:water (3×150 ml), water (3×200 ml) and brine (150 ml) and dried (Na2SO4). Solvent was re... Yields the product C(#N)C1=CC=C2C(CNCC2=C1)(C)C (7-Cyano-4,4-dimethyl-1,2,3,4-tetrahydroisoquinoline). RXN SMILES: C(OC([N:8]1[CH2:17][C:16]([CH3:19])([CH3:18])[C:15]2[C:10](=[CH:11][C:12](Br)=[CH:13][CH:14]=2)[CH2:9]1)=O)(C)(C)C.[Cu][C:22]#[N:23].N.O>CN1CCCC1=O>[C:22]([C:12]1[CH:11]=[C:10]2[C:15]([C:16]([CH3:18])([CH3:19])[CH2:17][NH:8][CH2:9]2)=[CH:14][CH:13]=1)#[N:23]. Reactants: C(C)(C)(C)OC(=O)N1CC2=CC(=CC=C2C(C1)(C)C)Br (N-tert-butyloxycarbonyl-7-bromo-4,4-dimethyl-1,2,3,4-tetrahydroisoquinoline), [Cu]C#N (copper (I) cyanide), N (ammonia), O (water). Run in CN1C(CCC1)=O (N-methylpyrrolidinone). The yield is 86.4%.